Dataset: the Open Reaction Database (ORD), a public repository of structured organic reaction records. Task: describe an organic reaction: reactants, conditions, products, and yield The reactants are [H-].[Al+3].[Li+].[H-].[H-].[H-] (lithium aluminium hydride), IC1=CC=C(C=C1)CCC(=O)O (3-(4-iodophenyl)propanoic acid), C(O)([O-])=O.[Na+] (sodium hydrogen carbonate). The solvent is O1CCCC1 (tetrahydrofuran), O1CCCC1 (tetrahydrofuran). Run at time 3 hour. The product is IC1=CC=C(C=C1)CCCO (3-(4-Iodophenyl)propan-1-ol). Reaction SMILES: [I:1][C:2]1[CH:7]=[CH:6][C:5]([CH2:8][CH2:9][C:10](O)=[O:11])=[CH:4][CH:3]=1.[H-].[Al+3].[Li+].[H-].[H-].[H-].C(=O)([O-])O.[Na+]>O1CCCC1>[I:1][C:2]1[CH:3]=[CH:4][C:5]([CH2:8][CH2:9][CH2:10][OH:11])=[CH:6][CH:7]=1 |f:1.2.3.4.5.6,7.8|. Procedure details: 3-(4-iodophenyl)propanoic acid (Atlantic Research Chemicals Ltd.) (2.76 g, 10.00 mmol) were dissolved in tetrahydrofuran (100 mL) and added slowly to a suspension of lithium aluminium hydride (0.23 g, 6.00 mmol) in 100 mL tetrahydrofuran. The reaction was stirred for 3 h, then 1 N aqueous sodium hydrogen carbonate (150 mL) were added slowly and the resulting mixture was extracted with ethyl acetate (3×400 mL), the organic extracts were dried over magnesium sulfate and concentrated in vacuo. The ... The reactants are Br.BrCCN (2-bromoethylamine hydrobromide), [H-].[Na+] (NaH), oil, C1(=CC=CC=C1)C=1N=C(NC1C1=CC=CC=C1)S (4,5-diphenyl-2-imidazolethiol), O (water). Solvent: C1CCOC1 (THF). Run at time 15 minute. Yields the product NCCSC=1NC(=C(N1)C1=CC=CC=C1)C1=CC=CC=C1 (2-(2-aminoethylthio)-4,5-diphenylimidazole). Isolated yield 51.3%. Reaction SMILES: [H-].[Na+].[C:3]1([C:9]2[N:10]=[C:11]([SH:20])[NH:12][C:13]=2[C:14]2[CH:19]=[CH:18][CH:17]=[CH:16][CH:15]=2)[CH:8]=[CH:7][CH:6]=[CH:5][CH:4]=1.Br.Br[CH2:23][CH2:24][NH2:25].O>C1COCC1>[NH2:25][CH2:24][CH2:23][S:20][C:11]1[NH:10][C:9]([C:3]2[CH:4]=[CH:5][CH:6]=[CH:7][CH:8]=2)=[C:13]([C:14]2[CH:15]=[CH:16][CH:17]=[CH:18][CH:19]=2)[N:12]=1 |f:0.1,3.4|. Procedure details: 60% NaH in oil (0.91 g, 22.8 mmol) was added to a suspension of 4,5-diphenyl-2-imidazolethiol (2.5 g, 9.9 mmol) in dry THF (80 ml) at room temperature under stirring. After 15 minutes, 2-bromoethylamine hydrobromide (2.0 g, 9.9 mmol) was added to the mixture. The reaction mixture was refluxed for 1 hour, then poured into water (500 ml) and extracted with ethyl acetate. The extract was dried (MgSO4) and concentrated. The residue was recrystallized (toluene) to give 2-(2-aminoethylthio)-4,5-diphen... Yields the product C(C)OC1=C(C=C(C=C1)NS(=O)(=O)C=1N=CN(C1)C)C1=NN2C(C(N1)=O)=C(N=C2C2CCCC2)C (2-[2-Ethoxy-5-(1-methylimidazole-4-sulfonylamino)phenyl]-5-methyl-7-cyclopentyl-3H-imidazo-[5,1-f][1,2,4]-triazin-4-one). Reactants: NC=1C=CC(=C(C1)C1=NN2C(C(N1)=O)=C(N=C2C2CCCC2)C)OCC (2-(5Amino-2-ethoxyphenyl)-5-methyl-7-cyclopentyl-3H-imidazo[5,1-f][1,2,4]-triazin-4-one), CN1C=NC(=C1)S(=O)(=O)Cl (1-methylimidazole-4-sulfonyl chloride), N1=CC=CC=C1 (pyridine). Reaction SMILES: [NH2:1][C:2]1[CH:3]=[CH:4][C:5]([O:24][CH2:25][CH3:26])=[C:6]([C:8]2[NH:13][C:12](=[O:14])[C:11]3=[C:15]([CH3:23])[N:16]=[C:17]([CH:18]4[CH2:22][CH2:21][CH2:20][CH2:19]4)[N:10]3[N:9]=2)[CH:7]=1.[CH3:27][N:28]1[CH:32]=[C:31]([S:33](Cl)(=[O:35])=[O:34])[N:30]=[CH:29]1.N1C=CC=CC=1>O1CCCC1>[CH2:25]([O:24][C:5]1[CH:4]=[CH:3][C:2]([NH:1][S:33]([C:31]2[N:30]=[CH:29][N:28]([CH3:27])[CH:32]=2)(=[O:35])=[O:34])=[CH:7][C:6]=1[C:8]1[NH:13][C:12](=[O:14])[C:11]2=[C:15]([CH3:23])[N:16]=[C:17]([CH:18]3[CH2:22][CH2:21][CH2:20][CH2:19]3)[N:10]2[N:9]=1)[CH3:26]. Solvent: O1CCCC1 (tetrahydrofuran). Procedure details: 150 mg (0.424 mmol) of the compound from example 42A are reacted with 307 mg (1.70 mmol) of 1-methylimidazole-4-sulfonyl chloride and 0.34 ml (4.24 mmol) of pyridine in 5 ml of tetrahydrofuran. The reactants are C(C=C)NCCN (N-allylethylendiamine), C(=S)=S (CS2). Run in C(C)O (ethanol), C(C)O (ethanol). Reaction conditions: temperature 5 celsius, time 15 minute. Product: C(C=C)NCCNC(S)=S (N-(2'-allylaminoethyl)dithiocarbamic acid). As a reaction SMILES: [CH2:1]([NH:4][CH2:5][CH2:6][NH2:7])[CH:2]=[CH2:3].[C:8](=[S:10])=[S:9]>C(O)C>[CH2:1]([NH:4][CH2:5][CH2:6][NH:7][C:8](=[S:9])[SH:10])[CH:2]=[CH2:3]. Reported procedure: To 10 g of N-allylethylendiamine (0.1 moles) dissolved in 50 cc of ethanol there were admixed, under stirring, 7.6 g of CS2 (0.1 moles) dissolved in 50 cc ethanol, the temperature being maintained at about 5° C. Once the addition is accomplished, stirring is continued for another 15 minutes, after which the resulting precipitate is filtered and, after washing with ethanol, consists of 15.6 g of white crystals having a m.p. of 125° C. (with decomposition) of N-(2'-allylaminoethyl)dithiocarbamic a... RXN SMILES: [CH3:1][O:2][C:3](=[O:25])[CH2:4][C:5]1[CH:10]=[C:9]([Br:11])[C:8]([O:12][C:13]2[CH:18]=[CH:17][C:16]([O:19][CH3:20])=[C:15]([CH:21]([CH3:23])[CH3:22])[CH:14]=2)=[C:7]([Br:24])[CH:6]=1.CCCCCCC.C(OCC)(=O)C.[N+:39]([O-])([OH:41])=[O:40]>C1C=CC=CC=1>[CH3:1][O:2][C:3](=[O:25])[CH2:4][C:5]1[CH:10]=[C:9]([Br:11])[C:8]([O:12][C:13]2[CH:14]=[C:15]([CH:21]([CH3:23])[CH3:22])[C:16]([O:19][CH3:20])=[C:17]([N+:39]([O-:41])=[O:40])[CH:18]=2)=[C:7]([Br:24])[CH:6]=1 |f:1.2|. Run at time 1 hour. Reactants: COC(CC1=CC(=C(C(=C1)Br)OC1=CC(=C(C=C1)OC)C(C)C)Br)=O (methyl[3,5-dibromo-4-(3-isopropyl-4-methoxyphenoxy)phenyl]acetate), [N+](=O)(O)[O-] (nitric acid), CCCCCCC.C(C)(=O)OCC (n-heptane ethyl acetate). The solvent is C1=CC=CC=C1 (benzene). Yields the product COC(CC1=CC(=C(C(=C1)Br)OC1=CC(=C(C(=C1)C(C)C)OC)[N+](=O)[O-])Br)=O (methyl[3,5-dibromo-4-(5-isopropyl-4-methoxy-3-nitrophenoxy)phenyl]acetate). Procedure: To a solution of methyl[3,5-dibromo-4-(3-isopropyl-4-methoxyphenoxy)phenyl]acetate (1.0 g, 2.12 mmol) in benzene (150 mL), nitric acid (0.81 mL, 65%) was added drop-wise. The mixture was further stirred for 1 hour at room temperature. The reaction was monitored by TLC (65:35 n-heptane/ethyl acetate) and the reaction mixture was quenched with a saturated aqueous solution of sodium hydrogen carbonate. The resulting organic and aqueous phases were separated and the aqueous phase was extracted with ... Isolated yield 99.0%. Starting materials: resultant suspension, C(C)OC(=O)C=1C(=NN2C1OC(=C2C2=C(C=C(C=C2)Cl)Cl)C)CC (3-(2,4-dichloro-phenyl)-6-ethyl-2-methyl-pyrazolo[5,1-b]oxazole-7-carboxylic acid ethyl ester), O.[OH-].[Li+] (lithium hydroxide monohydrate), CO.O (methanol water). The solvent is O (water), C(C)(=O)O (acetic acid). Yields the product ClC1=C(C=CC(=C1)Cl)C=1N2C(OC1C)=C(C(=N2)CC)C(=O)O (3-(2,4-Dichloro-phenyl)-6-ethyl-2-methyl-pyrazolo[5,1-b]oxazole-7-carboxylic acid). Reaction SMILES: C([O:3][C:4]([C:6]1[C:7]([CH2:23][CH3:24])=[N:8][N:9]2[C:13]([C:14]3[CH:19]=[CH:18][C:17]([Cl:20])=[CH:16][C:15]=3[Cl:21])=[C:12]([CH3:22])[O:11][C:10]=12)=[O:5])C.O.[OH-].[Li+].CO.O>O.C(O)(=O)C>[Cl:21][C:15]1[CH:16]=[C:17]([Cl:20])[CH:18]=[CH:19][C:14]=1[C:13]1[N:9]2[N:8]=[C:7]([CH2:23][CH3:24])[C:6]([C:4]([OH:5])=[O:3])=[C:10]2[O:11][C:12]=1[CH3:22] |f:1.2.3,4.5|. Procedure details: A suspension containing 3-(2,4-dichloro-phenyl)-6-ethyl-2-methyl-pyrazolo[5,1-b]oxazole-7-carboxylic acid ethyl ester (1.80 g, 4.90 mmol) and lithium hydroxide monohydrate (1.0 g, 24.51 mmol) is heated at 70° C. in a 3/1 mixture of methanol/water (32 ml) for 2 hrs. The resulting solution is cooled to RT, diluted with water (60 ml) and glacial acetic acid added (approx. 3 ml) to adjust the pH to 4-5. The resultant suspension is stirred for 1 h and filtered and washed with water. The product is dr...